From a dataset of the Open Reaction Database (ORD), a public repository of structured organic reaction records. describe an organic reaction: reactants, conditions, products, and yield Reactants: COC(=O)CBr, Oc1ccc(-c2ccc3c(c2)c(Cc2ccccc2)c(-c2ccccc2)n3Cc2ccccc2)cc1, CC(C)=O, [K+], [K+], O=C([O-])[O-]. Yields the product COC(=O)COc1ccc(-c2ccc3c(c2)c(Cc2ccccc2)c(-c2ccccc2)n3Cc2ccccc2)cc1. Reaction SMILES: [Br:43][CH2:44][C:45](=[O:46])[O:47][CH3:48].[CH2:1]([c:2]1[cH:3][cH:4][cH:5][cH:6][cH:7]1)[n:8]1[c:9](-[c:31]2[cH:32][cH:33][cH:34][cH:35][cH:36]2)[c:10]([CH2:24][c:25]2[cH:26][cH:27][cH:28][cH:29][cH:30]2)[c:11]2[cH:12][c:13](-[c:17]3[cH:18][cH:19][c:20]([OH:23])[cH:21][cH:22]3)[cH:14][cH:15][c:16]12.[CH3:49][C:50](=[O:51])[CH3:52].[K+:37].[K+:38].[O-:39][C:40]([O-:41])=[O:42]>>[CH2:1]([c:2]1[cH:3][cH:4][cH:5][cH:6][cH:7]1)[n:8]1[c:9](-[c:31]2[cH:32][cH:33][cH:34][cH:35][cH:36]2)[c:10]([CH2:24][c:25]2[cH:26][cH:27][cH:28][cH:29][cH:30]2)[c:11]2[cH:12][c:13](-[c:17]3[cH:18][cH:19][c:20]([O:23][CH2:44][C:45](=[O:46])[O:47][CH3:48])[cH:21][cH:22]3)[cH:14][cH:15][c:16]12. The reactants are COC(C(C(F)(F)F)C(F)(F)F)(F)F (1,1,3,3,3-pentafluoro-2-trifluoromethylpropyl methyl ether), Cl.C(C)(=N)N (acetamidine hydrochloride), ClC(C)Cl (dichloroethane), aqueous solution, [OH-].[Na+] (sodium hydroxide). Reagents/catalysts: [Cl-].C(C1=CC=CC=C1)[N+](CC)(CC)CC (benzyltriethylammonium chloride). Run in O (water). Reaction conditions: temperature 0 celsius. Yields the product FC1=NC(=NC(=C1C(F)(F)F)OC)C (4-fluoro-6-methoxy-2-methyl-5-(trifluoromethyl)-pyrimidine). Isolated yield 134.2%. Reaction SMILES: [CH3:1][O:2][C:3](F)(F)[CH:4]([C:9]([F:12])([F:11])[F:10])[C:5](F)(F)[F:6].Cl.[C:16]([NH2:19])(=[NH:18])[CH3:17].ClC(Cl)C.[OH-].[Na+]>[Cl-].C([N+](CC)(CC)CC)C1C=CC=CC=1.O>[F:6][C:5]1[C:4]([C:9]([F:12])([F:11])[F:10])=[C:3]([O:2][CH3:1])[N:19]=[C:16]([CH3:17])[N:18]=1 |f:1.2,4.5,6.7|. Procedure: A reaction flask was loaded with 1,1,3,3,3-pentafluoro-2-trifluoromethylpropyl methyl ether (18.1 g), acetamidine hydrochloride (11.1 g), dichloroethane (78 ml), water (78 ml), and benzyltriethylammonium chloride (0.078 g), and cooled to 0° C. with stirring. To this mixture, a 17% aqueous solution of sodium hydroxide (93 g) was dropwise added in 1.5 hours, followed by stirring for 1 hour. Thereafter, the cooling was stopped, and an organic layer was separated from the reaction mixture at room te... Reactants: OCC(CNCCC(=O)OC(C)(C)C)CC1=CC=C(C=C1)OCCCC1=CC=CC=C1 (tert-butyl N-{3-hydroxy-2-[4-(3-phenylpropoxy)benzyl]propyl}-β-alaninate), FC(C(=O)O)(F)F (trifluoroacetic acid), compound, NCCCC1=CC=C(C=C1)O (4-(3-aminopropyl)phenol). Solvent: ClCCl (dichloromethane). Run at time 2 hour. Product: OCC(CNCCC(=O)O)CC1=CC=C(C=C1)OCCCC1=CC=CC=C1 (N-{3-hydroxy-2-[4-(3-phenylpropoxy)benzyl]propyl}-β-alanine). RXN SMILES: [OH:1][CH2:2][CH:3]([CH2:15][C:16]1[CH:21]=[CH:20][C:19]([O:22][CH2:23][CH2:24][CH2:25][C:26]2[CH:31]=[CH:30][CH:29]=[CH:28][CH:27]=2)=[CH:18][CH:17]=1)[CH2:4][NH:5][CH2:6][CH2:7][C:8]([O:10]C(C)(C)C)=[O:9].NCCCC1C=CC(O)=CC=1.FC(F)(F)C(O)=O>ClCCl>[OH:1][CH2:2][CH:3]([CH2:15][C:16]1[CH:17]=[CH:18][C:19]([O:22][CH2:23][CH2:24][CH2:25][C:26]2[CH:27]=[CH:28][CH:29]=[CH:30][CH:31]=2)=[CH:20][CH:21]=1)[CH2:4][NH:5][CH2:6][CH2:7][C:8]([OH:10])=[O:9]. Procedure: To a solution of tert-butyl N-{3-hydroxy-2-[4-(3-phenylpropoxy)benzyl]propyl}-β-alaninate (65 mg; prepared by following the procedure of Example 4 using the compound prepared in Example 15 as a substitute for 4-(3-aminopropyl)phenol) in dichloromethane (3 mL), trifluoroacetic acid (3 mL) was dropped at 0° C., followed by stirring at room temperature for 2 hours. Then, the reaction mixture was concentrated. The residue was purified by silica gel column chromatography (chloroform:methanol:aqueous ... Starting materials: [OH-].C(C1=CC=CC=C1)[N+](C)(C)C (benzyltrimethylammonium hydroxide), BrC1=CC=C(C=C1)C(=O)C(=O)C1=CC=C(C=C1)Br (4,4′-dibromobenzil), C1(=CC=CC=C1)CC(=O)CC1=CC=CC=C1 (1,3-diphenylacetone), C(COCCOCCO)O (triethylene glycol). Run in C1(=CC=CC=C1)C (toluene). Conditions: time 10 minute. Product: BrC1=CC=C(C=C1)C1=C(C(=C(C(=C1C1=CC=CC=C1)C1=CC=CC=C1)C1=CC=CC=C1)C1=CC=CC=C1)C1=CC=C(C=C1)Br (1,2-bis(4-bromophenyl)-3,4,5,6-tetraphenyl-benzene). The yield is 94.0%. RXN SMILES: [Br:1][C:2]1[CH:7]=[CH:6][C:5]([C:8]([C:10]([C:12]2[CH:17]=[CH:16][C:15]([Br:18])=[CH:14][CH:13]=2)=O)=O)=[CH:4][CH:3]=1.[C:19]1([CH2:25][C:26]([CH2:28][C:29]2[CH:34]=[CH:33][CH:32]=[CH:31][CH:30]=2)=O)[CH:24]=[CH:23][CH:22]=[CH:21][CH:20]=1.C(O)COCCO[CH2:41][CH2:42]O.[OH-].[CH2:46]([N+](C)(C)C)[C:47]1[CH:52]=[CH:51][CH:50]=[CH:49][CH:48]=1>C1(C)C=CC=CC=1>[Br:1][C:2]1[CH:7]=[CH:6][C:5]([C:8]2[C:25]([C:19]3[CH:24]=[CH:23][CH:22]=[CH:21][CH:20]=3)=[C:26]([C:42]3[CH:41]=[CH:4][CH:3]=[CH:2][CH:7]=3)[C:28]([C:29]3[CH:34]=[CH:33][CH:32]=[CH:31][CH:30]=3)=[C:46]([C:47]3[CH:52]=[CH:51][CH:50]=[CH:49][CH:48]=3)[C:10]=2[C:12]2[CH:17]=[CH:16][C:15]([Br:18])=[CH:14][CH:13]=2)=[CH:4][CH:3]=1 |f:3.4|. Reported procedure: 46 g (112 mmol) of 4,4′-dibromobenzil and 23.7 g (112 mmol) of 1,3-diphenylacetone were heated to the boiling point in 300 ml of toluene. Addition of 250 ml of triethylene glycol finally gave a clear solution at 120° C. 11.3 ml of ethanolic benzyltrimethylammonium hydroxide solution (40%) were added, and the heating was removed. The highly exothermic reaction proceeded very quickly. The reaction batch became black. After 10 minutes, the reaction was terminated. The toluene was removed in a rotar... Reactants: N[C@@H](CCON)C(=O)O (canaline), CS/C(=N/N)/N.I (S-methylisothiosemicarbazide hydroiodide), N#N (N2), Cl (HCl), N#N (N2). The solvent is [OH-].[Na+] (NaOH). Run at temperature 4 celsius. The product is NC(C(=O)O)CCNNC=NNN (2-Amino-4-[2-(hydrazinoimino-methyl)hydrazino]-butanoic acid). As a reaction SMILES: [NH2:1][C@H:2]([C:7]([OH:9])=[O:8])[CH2:3][CH2:4]ON.CS/[C:12](/[NH2:15])=[N:13]/[NH2:14].I.[N:17]#[N:18].Cl>[OH-].[Na+]>[NH2:1][CH:2]([CH2:3][CH2:4][NH:14][NH:13][CH:12]=[N:15][NH:17][NH2:18])[C:7]([OH:9])=[O:8] |f:1.2,5.6|. Reported procedure: Mix canaline (2.65 g, 20 mmol) and S-methylisothiosemicarbazide hydroiodide (4.66 g, 20 mmol) in 1M NaOH (40 ml) and stir under a blanket N2 at 40° C. for 48 hours. Neutralize the reaction with 1M HCl and blow to a residue with a stream of N2. Apply the residue to a Dowex AG50-X8 column and elute with 0.2M NH4OH. Lyophilize the fractions containing the desired product and take up the resulting solid in water (20 ml). Add flavianic acid (3.2 g) in water (20 ml) and cool the solution to 4° C. for ...